The task is: describe an organic reaction: reactants, conditions, products, and yield. This data is from the Open Reaction Database (ORD), a public repository of structured organic reaction records. Run in C(C)O (ethanol). Reaction SMILES: [O-][CH2:2]C.[Na+].[C:5]([C:10]1[O:11][C:12]([CH3:17])=[C:13]([OH:16])[C:14]=1[OH:15])([O:7][CH2:8][CH3:9])=[O:6].[I-].[Na+]>C(O)C>[C:5]([C:10]1([CH3:2])[C:14](=[O:15])[C:13]([OH:16])=[C:12]([CH3:17])[O:11]1)([O:7][CH2:8][CH3:9])=[O:6] |f:0.1,3.4|. Procedure: In a 250 ml three-necked flask fitted with a mechanical stirrer and a gas inlet tube is placed a solution of 3.4 g of sodium ethoxide in 100 ml of ethanol. To the stirred solution is added at room temperature, under nitrogen, 9.3 g of 2-carbethoxy-5-methyl-3,4-dihydroxy-furan and 0.5 g of sodium iodide. Gaseous methyl bromide is bubbled through the vigorously stirred reaction mixture at 50°-60° C. till the pH of the reaction mixture reaches 6.5-7.0. The solvent is removed under vacuum and the re... Yields the product C(=O)(OCC)C1(OC(=C(C1=O)O)C)C (2-Carbethoxy-2,5-dimethyl-3-oxo-4-hydroxy-2H-furan). Reactants: [O-]CC.[Na+] (sodium ethoxide), C(=O)(OCC)C=1OC(=C(C1O)O)C (2-carbethoxy-5-methyl-3,4-dihydroxy-furan), [I-].[Na+] (sodium iodide).